Dataset: the Open Reaction Database (ORD), a public repository of structured organic reaction records. Task: describe an organic reaction: reactants, conditions, products, and yield Procedure: A mixture of 3 parts of 5-(1H-imidazol-1-ylmethyl)-2-phenyl-1H-benzimidazol-1-ol and 47 parts of N,N-dimethylformamide was stirred till a clear solution was obtained. 0.5 Parts of a sodium hydride dispersion 50% were added portionwise and stirring was continued till hydrogen evolution had ceased. Upon complete addition, 1.2 parts of (chloromethyl)benzene were added at once at room temperature. Upon complete reaction, the N,N-dimethylformamide layer was evaporated. The residue was taken up in wat... Starting materials: ClCC1=CC=CC=C1 ((chloromethyl)benzene), N1(C=NC=C1)CC1=CC2=C(N(C(=N2)C2=CC=CC=C2)O)C=C1 (5-(1H-imidazol-1-ylmethyl)-2-phenyl-1H-benzimidazol-1-ol), [H][H] (hydrogen), [H-].[Na+] (sodium hydride). The product is N1(C=NC=C1)CC1=CC2=C(N(C(=N2)C2=CC=CC=C2)OCC2=CC=CC=C2)C=C1 (5-(1H-imidazol-1-ylmethyl)-2-phenyl-1-(phenylmethoxy)-1H-benzimidazole). The yield is 66.7%. Run in CN(C=O)C (N,N-dimethylformamide). As a reaction SMILES: [N:1]1([CH2:6][C:7]2[CH:22]=[CH:21][C:10]3[N:11]([OH:20])[C:12]([C:14]4[CH:19]=[CH:18][CH:17]=[CH:16][CH:15]=4)=[N:13][C:9]=3[CH:8]=2)[CH:5]=[CH:4][N:3]=[CH:2]1.[H-].[Na+].[H][H].Cl[CH2:28][C:29]1[CH:34]=[CH:33][CH:32]=[CH:31][CH:30]=1>CN(C)C=O>[N:1]1([CH2:6][C:7]2[CH:22]=[CH:21][C:10]3[N:11]([O:20][CH2:28][C:29]4[CH:34]=[CH:33][CH:32]=[CH:31][CH:30]=4)[C:12]([C:14]4[CH:19]=[CH:18][CH:17]=[CH:16][CH:15]=4)=[N:13][C:9]=3[CH:8]=2)[CH:5]=[CH:4][N:3]=[CH:2]1 |f:1.2|. Starting materials: BrC1=C(CNCC)C=C(C=C1)C(F)(F)F ((2-bromo-5-trifluoromethyl-benzyl)-ethyl-amine), C(C1=CC=CC=C1)(=O)Cl (benzoyl chloride). Yields the product BrC1=C(CN(C(C2=CC=CC=C2)=O)CC)C=C(C=C1)C(F)(F)F (N-(2-Bromo-5-trifluoromethyl-benzyl)-N-ethyl-benzamide). As a reaction SMILES: [Br:1][C:2]1[CH:11]=[CH:10][C:9]([C:12]([F:15])([F:14])[F:13])=[CH:8][C:3]=1[CH2:4][NH:5][CH2:6][CH3:7].[C:16](Cl)(=[O:23])[C:17]1[CH:22]=[CH:21][CH:20]=[CH:19][CH:18]=1>>[Br:1][C:2]1[CH:11]=[CH:10][C:9]([C:12]([F:13])([F:14])[F:15])=[CH:8][C:3]=1[CH2:4][N:5]([CH2:6][CH3:7])[C:16](=[O:23])[C:17]1[CH:22]=[CH:21][CH:20]=[CH:19][CH:18]=1. Procedure: Prepared according to the procedure described in Example 1, Step 6, using the following starting materials: (2-bromo-5-trifluoromethyl-benzyl)-ethyl-amine and benzoyl chloride.